From a dataset of the Open Reaction Database (ORD), a public repository of structured organic reaction records. describe an organic reaction: reactants, conditions, products, and yield Starting materials: BrC1=CC=C(C=C1)C1=CSC=2NC(C(=C(C21)O)C#N)=O (3-(4-bromophenyl)-4-hydroxy-6-oxo-6,7-dihydrothieno[2,3-b]pyridine-5-carbonitrile), S1C=C(C=C1)B(O)O (3-thiopheneboronic acid), OC1=CC=C(C=C1)B(O)O (4-hydroxyphenyl boronic acid). Product: OC=1C2=C(NC(C1C#N)=O)SC=C2C2=CC=C(C=C2)C2=CSC=C2 (4-hydroxy-6-oxo-3-(4-thien-3-ylphenyl)-6,7-dihydrothieno[2,3-b]pyridine-5-carbonitrile). RXN SMILES: Br[C:2]1[CH:7]=[CH:6][C:5]([C:8]2[C:16]3[C:15]([OH:17])=[C:14]([C:18]#[N:19])[C:13](=[O:20])[NH:12][C:11]=3[S:10][CH:9]=2)=[CH:4][CH:3]=1.[S:21]1[CH:25]=[CH:24][C:23](B(O)O)=[CH:22]1.OC1C=CC(B(O)O)=CC=1>>[OH:17][C:15]1[C:16]2[C:8]([C:5]3[CH:6]=[CH:7][C:2]([C:23]4[CH:24]=[CH:25][S:21][CH:22]=4)=[CH:3][CH:4]=3)=[CH:9][S:10][C:11]=2[NH:12][C:13](=[O:20])[C:14]=1[C:18]#[N:19]. Procedure details: Example 109 was prepared from 3-(4-Bromo-phenyl)-4-hydroxy-6-oxo-6,7-dihydro-thieno[2,3-b]pyridine-5-carbonitrile (Example 9) using the same procedure as described for Example 189 substituting 3-thiopheneboronic acid for 4-hydroxyphenyl boronic acid. MS (ESI) m/z 350.9 (M+H+); 1H NMR (300 MHz, DMSO-d6) δ ppm 7.91 (dd, 1H), 7.71 (d, 2H), 7.65 (dd, 1H), 7.60 (dd, 1H), 7.45 (d, 1H). Reactants: [H-].[Na+] (Sodium hydride), COC(=O)C=1NC2=CC=C(C(=C2C1)F)OCC1=CC=CC=C1 (methyl-4-fluoro-5-benzyloxyindole-2-carboxylate), ClC=1C=C(CCl)C=CC1Cl (3,4-dichlorobenzyl chloride). Run in CN(C=O)C (dimethylformamide). Conditions: time 30 minute. Product: COC(=O)C=1N(C2=CC=C(C(=C2C1)F)OCC1=CC=CC=C1)CC1=CC(=C(C=C1)Cl)Cl (Methyl-N-(3,4-dichlorobenzyl)-4-fluoro-5-benzyloxyindole-2-carboxylate). As a reaction SMILES: [H-].[Na+].[CH3:3][O:4][C:5]([C:7]1[NH:8][C:9]2[C:14]([CH:15]=1)=[C:13]([F:16])[C:12]([O:17][CH2:18][C:19]1[CH:24]=[CH:23][CH:22]=[CH:21][CH:20]=1)=[CH:11][CH:10]=2)=[O:6].[Cl:25][C:26]1[CH:27]=[C:28]([CH:31]=[CH:32][C:33]=1[Cl:34])[CH2:29]Cl>CN(C)C=O>[CH3:3][O:4][C:5]([C:7]1[N:8]([CH2:29][C:28]2[CH:31]=[CH:32][C:33]([Cl:34])=[C:26]([Cl:25])[CH:27]=2)[C:9]2[C:14]([CH:15]=1)=[C:13]([F:16])[C:12]([O:17][CH2:18][C:19]1[CH:24]=[CH:23][CH:22]=[CH:21][CH:20]=1)=[CH:11][CH:10]=2)=[O:6] |f:0.1|. Procedure details: Sodium hydride (60% in mineral oil, 589 mg) was added to a solution of methyl-4-fluoro-5-benzyloxyindole-2-carboxylate (4 g) in dimethylformamide (100 ml) and the mixture was stirred under an argon atmosphere for 30 minutes. 3,4-dichlorobenzyl chloride (2.22 ml) was added and the mixture stirred overnight. The reaction mixture was concentrated in vacuo and the residue partitioned between diethyl ether (100 ml) and water (100 ml). Organic extracts were washed with water (100 ml), dried (MgSO4), c... As a reaction SMILES: C(OC([N:8]1[CH2:13][CH2:12][CH:11]([C:14]2[C:23]3[C:18](=[CH:19][CH:20]=[CH:21][CH:22]=3)[CH:17]=[N:16][CH:15]=2)[CH2:10][CH2:9]1)=O)(C)(C)C.FC(F)(F)C(O)=O>ClCCl.[OH-].[Na+]>[CH:17]1[C:18]2[C:23](=[CH:22][CH:21]=[CH:20][CH:19]=2)[C:14]([CH:11]2[CH2:12][CH2:13][NH:8][CH2:9][CH2:10]2)=[CH:15][N:16]=1 |f:3.4|. Starting materials: C(C)(C)(C)OC(=O)N1CCC(CC1)C1=CN=CC2=CC=CC=C12 (1-tert-butoxycarbonyl-4-(isoquinolin-4-yl)piperidine), FC(C(=O)O)(F)F (trifluoroacetic acid). Reaction conditions: time 18 hour. Solvent: ClCCl (dichloromethane), [OH-].[Na+] (sodium hydroxide). Reported procedure: A mixture of 0.57 gm (1.8 mMol) 1-tert-butoxycarbonyl-4-(isoquinolin-4-yl)piperidine and 6 mL trifluoroacetic acid in 6 mL dichloromethane was stirred at room temperature for 18 hours. The reaction mixture was diluted with 2N sodium hydroxide and the phases were separated. The aqueous phase was extracted well with dichloromethane. The organic phases were combined, washed with saturated aqueous sodium chloride, dried over sodium sulfate and concentrated under reduced pressure. The residue was sub... Yield: 63.3%. Product: C1=NC=C(C2=CC=CC=C12)C1CCNCC1 (4-(isoquinolin-4-yl)piperidine). The solvent is O1CCCC1 (tetrahydrofuran), O1CCCC1 (tetrahydrofuran). RXN SMILES: [F:1][C:2]1[CH:3]=[C:4]([CH:10]=[CH:11][C:12]=1[NH:13][C:14](=O)[CH2:15][CH2:16][CH2:17][CH2:18][CH2:19][CH2:20][CH2:21][CH2:22][CH2:23][CH2:24][CH2:25][CH2:26][CH2:27][CH2:28][CH3:29])[C:5]([O:7][CH2:8][CH3:9])=[O:6].B.Cl>O1CCCC1>[F:1][C:2]1[CH:3]=[C:4]([CH:10]=[CH:11][C:12]=1[NH:13][CH2:14][CH2:15][CH2:16][CH2:17][CH2:18][CH2:19][CH2:20][CH2:21][CH2:22][CH2:23][CH2:24][CH2:25][CH2:26][CH2:27][CH2:28][CH3:29])[C:5]([O:7][CH2:8][CH3:9])=[O:6]. The reactants are B (borane), FC=1C=C(C(=O)OCC)C=CC1NC(CCCCCCCCCCCCCCC)=O (ethyl 3-fluoro-4-(hexadecanoylamino)benzoate), Cl (hydrochloric acid). The product is FC=1C=C(C(=O)OCC)C=CC1NCCCCCCCCCCCCCCCC (ethyl 3-fluoro-4-(hexadecylamino)benzoate). Reported procedure: A solution of 5 g of ethyl 3-fluoro-4-(hexadecanoylamino)benzoate in 50 ml of tetrahydrofuran is slowly added with stirring to 13 ml of 1 M borane in tetrahydrofuran. The resulting solution is then poured into 50 ml of 10% aqueous hydrochloric acid and the resulting mixture is filtered. The residue is crystallized from acetonitrile to yield ethyl 3-fluoro-4-(hexadecylamino)benzoate as white crystals. Reactants: 18, C(C1=CC=CC=C1)OC(CNC(=O)[C@@H]1N([C@@H](C1)C(=O)OCC1=CC=CC=C1)CC1=CC=CC=C1)=O (N-[cis-N-benzyl-4-(benzyloxycarbonyl)azetidine-2-carbonyl]glycine benzyl ester), Pd (OH)2, O (water), [H][H] (hydrogen), O (water). The solvent is CO (methanol). Product: C(=O)(O)[C@@H]1C[C@@H](N1)C(=O)NCC(=O)O (N-(cis-4-carboxyazetidine-2-carbonyl)glycine). Yield: 85.0%. RXN SMILES: C([O:8][C:9](=[O:35])[CH2:10][NH:11][C:12]([C@H:14]1[CH2:17][C@@H:16]([C:18]([O:20]CC2C=CC=CC=2)=[O:19])[N:15]1CC1C=CC=CC=1)=[O:13])C1C=CC=CC=1.O.[H][H]>CO>[C:18]([C@H:16]1[NH:15][C@@H:14]([C:12]([NH:11][CH2:10][C:9]([OH:35])=[O:8])=[O:13])[CH2:17]1)([OH:20])=[O:19]. Procedure: 18 5 mg (39 μmol) of N-[cis-N-benzyl-4-(benzyloxycarbonyl)azetidine-2-carbonyl]glycine benzyl ester in 10 ml of methanol is hydrogenated in a Parr shaker over 34.5 mg of 20% Pd (OH)2 /C (containing 31% of water) under 4 atm of hydrogen for 4h. 5 ml of water is added, the catalyst is removed by filtration through a double paper filter and washed thoroughly with methanol/water (2:1), and the solution is evaporated. Filtration over SiO2 (isopropanol/water/conc. ammonia 14:5:1), evaporation and dryi... Reaction SMILES: [CH2:1]([N:8]([CH2:20][C:21]1[CH:26]=[CH:25][CH:24]=[CH:23][CH:22]=1)[C:9]1[CH:10]=[C:11]2[CH:17]=[C:16]([CH:18]=[O:19])[NH:15][C:12]2=[CH:13][N:14]=1)[C:2]1[CH:7]=[CH:6][CH:5]=[CH:4][CH:3]=1.[CH3:27][Mg]Br.C(OCC)C.[NH4+].[Cl-]>O1CCCC1>[CH2:20]([N:8]([CH2:1][C:2]1[CH:3]=[CH:4][CH:5]=[CH:6][CH:7]=1)[C:9]1[CH:10]=[C:11]2[CH:17]=[C:16]([CH:18]([OH:19])[CH3:27])[NH:15][C:12]2=[CH:13][N:14]=1)[C:21]1[CH:26]=[CH:25][CH:24]=[CH:23][CH:22]=1 |f:3.4|. Yields the product C(C1=CC=CC=C1)N(C=1C=C2C(=CN1)NC(=C2)C(C)O)CC2=CC=CC=C2 (1-[5-(Dibenzylamino)-1H-pyrrolo[2,3-c]pyridin-2-yl]ethanol). Solvent: O1CCCC1 (tetrahydrofuran). Reactants: C(C1=CC=CC=C1)N(C=1C=C2C(=CN1)NC(=C2)C=O)CC2=CC=CC=C2 (5-(dibenzylamino)-1H-pyrrolo[2,3-c]pyridine-2-carboxaldehyde), C[Mg]Br (methylmagnesium bromide), C(C)OCC (diethyl ether), [NH4+].[Cl-] (NH4Cl). Procedure: To a solution of 5-(dibenzylamino)-1H-pyrrolo[2,3-c]pyridine-2-carboxaldehyde (Example 139) (2.89 g, 8.46 mmol) in tetrahydrofuran (42 mL) was added 3.0 M methylmagnesium bromide in diethyl ether (7.05 mL, 21.2 mmol). The reaction mixture was stirred overnight (16 h) under a nitrogen atmosphere at room temperature. The reaction mixture was poured into a stirring saturated NH4Cl solution. The layers were separated and the aqueous layer was extracted with EtOAc (2×). The combined organic extracts ... Reaction conditions: time 16 hour.